Task: describe an organic reaction: reactants, conditions, products, and yield. Dataset: the Open Reaction Database (ORD), a public repository of structured organic reaction records The reactants are C(C)(C)(C)S(=O)(=O)C[C@H](C(=O)OCC)CC=1SC=CC1 (ethyl (S)-α-[(tert-butylsulphonyl)methyl]-2-thiophenepropionate), C(C)(C)(C)S(=O)(=O)CC(C(=O)OCC)CC1=CC=CC=C1 (ethyl (RS)-α-[(tert-butylsulphonyl)methyl]hydrocinnamate), S(=O)=CC(C(=O)OCC)C(=O)OCC (diethyl 2-thionylmethylmalonate). The product is C(C)(C)(C)S(=O)(=O)C[C@H](C(=O)O)CC=1SC=CC1 ((S)-α-[(tert-Butylsulphonyl)methyl]-2-thiophenepropionic acid). RXN SMILES: [C:1]([S:5]([CH2:8][C@@H:9]([CH2:15][C:16]1[S:17][CH:18]=[CH:19][CH:20]=1)[C:10]([O:12]CC)=[O:11])(=[O:7])=[O:6])([CH3:4])([CH3:3])[CH3:2].C(S(CC(CC1C=CC=CC=1)C(OCC)=O)(=O)=O)(C)(C)C.S(=CC(C(OCC)=O)C(OCC)=O)=O>>[C:1]([S:5]([CH2:8][C@@H:9]([CH2:15][C:16]1[S:17][CH:18]=[CH:19][CH:20]=1)[C:10]([OH:12])=[O:11])(=[O:7])=[O:6])([CH3:4])([CH3:2])[CH3:3]. Procedure details: This compound is prepared in a manner analogous to Example 1(d) by the enzymatic hydrolysis of ethyl (S)-α-[(tert-butylsulphonyl)methyl]-2-thiophenepropionate which, in turn, is prepared analogously to the synthesis, described in EPA 0236734, of ethyl (RS)-α-[(tert-butylsulphonyl)methyl]hydrocinnamate from diethyl 2-thionylmethylmalonate (P. Cagniant et al., Bull. Soc. Chim. Fr. 1954, 1349). MS: 318 (M)+. The reactants are FC1=C(C=CC(=C1)F)C(C(=O)C=1C=CC(=NC1)SC)=C (2-(2,4-Difluorophenyl)-1-(2-methylthiopyridin-5-yl)prop-2-en-1-one), C(C)(C)(C)OO (t-butylhydroperoxide), CC(C)(CC(C)C)C (2,2,4-trimethylpentane), [OH-].C(C1=CC=CC=C1)[N+](C)(C)C (benzyltrimethylammonium hydroxide). The solvent is C1(=CC=CC=C1)C (toluene), CO (methanol). The product is FC1=C(C=CC(=C1)F)C1(OC1)C(=O)C=1C=CC(=NC1)SC (2-(2,4-Difluorophenyl)-2-((2-methylthiopyridin-5-yl)carbonyl)oxirane). As a reaction SMILES: [F:1][C:2]1[CH:7]=[C:6]([F:8])[CH:5]=[CH:4][C:3]=1[C:9](=[CH2:20])[C:10]([C:12]1[CH:13]=[CH:14][C:15]([S:18][CH3:19])=[N:16][CH:17]=1)=[O:11].C([O:25]O)(C)(C)C.CC(C)(CC(C)C)C.[OH-].C([N+](C)(C)C)C1C=CC=CC=1>C1(C)C=CC=CC=1.CO>[F:1][C:2]1[CH:7]=[C:6]([F:8])[CH:5]=[CH:4][C:3]=1[C:9]1([C:10]([C:12]2[CH:13]=[CH:14][C:15]([S:18][CH3:19])=[N:16][CH:17]=2)=[O:11])[CH2:20][O:25]1 |f:3.4|. Procedure details: A solution of the product of part (iv) (3.8 g, 13 mmol) in toluene (40 ml) was treated with a solution of t-butylhydroperoxide in 2,2,4-trimethylpentane (3M, 4.7ml, 14 mmol) followed by a solution of benzyltrimethylammonium hydroxide in methanol (40%, 100 μl). After 1 hour at room temperature the solvent was removed under reduced pressure. The residue was partitioned between dichloromethane (100 ml) and water (50 ml). The organic phase was separated, dried (MgSO4) and evaporated under reduced pr... Starting materials: OC1=CC=CC=2NN=NC21 (hydroxybenzotriazole), C(C)(C)(C)OC(=O)NC=1C=C(N(C1)C)C(=O)O (4-[[(tert-Butyloxy)carbonyl]- amino]-1-methylpyrrole-2-carboxylic acid), C1CCC(CC1)N=C=NC2CCCCC2 (DCC). The solvent is CN(C)C=O (DMF). Run at time 24 hour. The product is C(C)(C)(C)OC(=O)NC=1N=C(N(C1)C)C(=O)ON1N=NC2=C1C=CC=C2 (1,2,3-Benzotriazol-1-yl 4[[(tert-Butyloxy)carbonyl]-amino]-1-methylimidazole-2-carboxylate). Isolated yield 85.0%. RXN SMILES: [C:1]([O:5][C:6]([NH:8][C:9]1C=[C:11]([C:15]([OH:17])=[O:16])[N:12]([CH3:14])[CH:13]=1)=[O:7])([CH3:4])([CH3:3])[CH3:2].O[C:19]1[C:27]2[N:26]=[N:25][NH:24][C:23]=2[CH:22]=[CH:21][CH:20]=1.C1CCC([N:34]=C=NC2CCCCC2)CC1>CN(C=O)C>[C:1]([O:5][C:6]([NH:8][C:9]1[N:34]=[C:11]([C:15]([O:17][N:26]2[C:27]3[CH:19]=[CH:20][CH:21]=[CH:22][C:23]=3[N:24]=[N:25]2)=[O:16])[N:12]([CH3:14])[CH:13]=1)=[O:7])([CH3:4])([CH3:3])[CH3:2]. Procedure details: The Boc-pyrrole-acid 8 (31 g, 129 mmol) was dissolved in 500 ml DMF and hydroxybenzotriazole (17.4 g, 129 mmol) was added followed by DCC (34 g, 129 mmol). The reaction was allowed to stir for 24 hours and then filtered dropwise into a well stirred solution of 5 liters of water (0° C.). The precipitate was allowed to sit for 15 minutes at 0° C. and then collected by filtration. The wet cake was dissolved in 500 ml of dichloromethane, washed with 200 ml brine, and added slowly to a stirred soluti... Reactants: ClC1=C(C=CC=C1)C1=C(SC=C1)C(=O)NC1=C(C=CC(=C1)C(NC1CC1)=O)C ((2-Chlorophenyl)-N-(5-(cyclopropylcarbamoyl)-2-methylphenyl)thiophene-2-carboxamide), B1(OC(C(O1)(C)C)(C)C)B2OC(C(O2)(C)C)(C)C (bis(pinacolato)diborane), CC(=O)[O-].[K+] (KOAc). The solvent is CN(C)C=O (DMF). Reaction conditions: temperature 90 celsius. Product: C1(CC1)NC(=O)C=1C=CC(=C(C1)NC(=O)C1=CC=C(S1)B(O)O)C (5-(5-(Cyclopropylcarbamoyl)-2-methylphenylcarbamoyl)thiophen-2-ylboronic acid). The yield is 178.3%. RXN SMILES: ClC1C=CC=CC=1[C:8]1[CH:12]=[CH:11][S:10][C:9]=1[C:13]([NH:15][C:16]1[CH:21]=[C:20]([C:22](=[O:27])[NH:23][CH:24]2[CH2:26][CH2:25]2)[CH:19]=[CH:18][C:17]=1[CH3:28])=[O:14].[B:29]1(B2OC(C)(C)C(C)(C)O2)[O:33]C(C)(C)C(C)(C)[O:30]1.CC([O-])=O.[K+]>CN(C=O)C>[CH:24]1([NH:23][C:22]([C:20]2[CH:19]=[CH:18][C:17]([CH3:28])=[C:16]([NH:15][C:13]([C:9]3[S:10][C:11]([B:29]([OH:33])[OH:30])=[CH:12][CH:8]=3)=[O:14])[CH:21]=2)=[O:27])[CH2:26][CH2:25]1 |f:2.3|. Reported procedure: A solution of 1.0 g (2.64 mmol) of 5-bromo-N-(5-(cyclopropylcarbamoyl)-2-methylphenyl)thiophene-2-carboxamide (Example 136, Step B), bis(pinacolato)diborane (1.0 g, 3.95 mmol) and KOAc (1.30 g, 13.2 mmol) in DMF (15 mL) was purged with argon and Pd(dppf)2Cl2/CH2Cl2 complex (65 mg, 0.08 mmol) was added followed by heating at 90° C. for 16 h. After cooling to rt, the mixture was partitioned between EtOAc (250 mL) and water (50 mL) and the layers were separated. The organic portion was washed with ... The product is S(=O)(=O)(O)CC1=CC=C(C=C1)CC(=O)O (p-Sulfomethylphenylacetic Acid). Reported procedure: To a boiling aqueous solution of sodium bisulfite (1.47 g, 0.0141 mole) is added in portions p-chloromethylphenylacetic acid (2.6 g, 0.0141 mole). The solution is further refluxed for 30 minutes and is then evaporated to dryness to give a quantitative yield of the title compound. As a reaction SMILES: [S:1](=[O:4])([OH:3])[O-:2].[Na+].Cl[CH2:7][C:8]1[CH:13]=[CH:12][C:11]([CH2:14][C:15]([OH:17])=[O:16])=[CH:10][CH:9]=1>>[S:1]([CH2:7][C:8]1[CH:9]=[CH:10][C:11]([CH2:14][C:15]([OH:17])=[O:16])=[CH:12][CH:13]=1)([OH:3])(=[O:2])=[O:4] |f:0.1|. Starting materials: S([O-])(O)=O.[Na+] (sodium bisulfite), ClCC1=CC=C(C=C1)CC(=O)O (p-chloromethylphenylacetic acid). Reactants: COCN1C(=O)NC(=O)C(C)=C1 (1-(methoxymethyl)thymine), O1CCCC1 (tetrahydrofuran), C1(=CC=CC=C1)SSC1=CC=CC=C1 (diphenyl disulfide), O1CCCC1 (tetrahydrofuran), C(C)(=O)O (acetic acid), C(C)(C)[N-]C(C)C.[Li+] (lithium diisopropylamide), O1CCCC1 (tetrahydrofuran), O1CCCC1 (tetrahydrofuran). Solvent: C(C)(=O)OCC (ethyl acetate). Reaction conditions: temperature -70 celsius, time 2.5 hour. Yields the product COCN1C(=S)NC(=O)C(C)=C1C1=CC=CC=C1 (1-(methoxymethyl)-6-phenylthiothymine). The yield is 73.0%. Reaction SMILES: C([N-][CH:5]([CH3:7])[CH3:6])(C)C.[Li+].[CH3:9][O:10][CH2:11][N:12]1[CH:20]=[C:18]([CH3:19])[C:16](=[O:17])[NH:15][C:13]1=O.C1([S:27]SC2C=CC=CC=2)C=CC=CC=1.C(O)(=O)C.O1C[CH2:42][CH2:41][CH2:40]1>C(OCC)(=O)C>[CH3:9][O:10][CH2:11][N:12]1[C:20]([C:6]2[CH:5]=[CH:7][CH:42]=[CH:41][CH:40]=2)=[C:18]([CH3:19])[C:16](=[O:17])[NH:15][C:13]1=[S:27] |f:0.1|. Reported procedure: To 250 ml of methylene chloride, 25 g (0.20 mol) of thymine and 109 ml (0.44 mol) of bistrimethylsilylacetamide were added under a nitrogen flow, and stirred for 2.5 hours at room temperature. To this mixture, 24 g (0.30 mole) of chloromethyl methyl ether and 0.59 g (1.6 mmol) of tetrabutylammonium iodide were added and heated under reflux for 1.5 hours. Then, the reaction mixture was added with 400 ml of methanol and 100 ml of water slowly and concentrated under reduced pressure. The residue wa... Reactants: C(C1=CC=CC=C1)N1C[C@@H](CC1)N(C=1N=C(C(=NC1CC)C(=O)N)NC1=CC(=C(C=C1)N1CCC(CC1)N1CCN(CC1)C)C)C (5-{[(3R)-1-benzylpyrrolidin-3-yl](methyl)amino}-6-ethyl-3-({3-methyl-4-[4-(4-methylpiperazin-1-yl)piperidin-1-yl]phenyl}amino)pyrazine-2-carboxamide). Reagents/catalysts: [OH-].[Pd+2].[OH-] (palladium hydroxide). The solvent is C(C)O (ethanol). Yields the product C(C)C1=C(N=C(C(=N1)C(=O)N)NC1=CC(=C(C=C1)N1CCC(CC1)N1CCN(CC1)C)C)N([C@H]1CNCC1)C (6-ethyl-3-(3-methyl-4-[4-(4-methylpiperazin-1-yl)piperidin-1-yl]phenyl amino)-5-{methyl[(3R)-pyrrolidin-3-yl]amino}pyrazine-2-carboxamide). The yield is 74.0%. RXN SMILES: C([N:8]1[CH2:12][CH2:11][C@@H:10]([N:13]([CH3:46])[C:14]2[N:15]=[C:16]([NH:25][C:26]3[CH:31]=[CH:30][C:29]([N:32]4[CH2:37][CH2:36][CH:35]([N:38]5[CH2:43][CH2:42][N:41]([CH3:44])[CH2:40][CH2:39]5)[CH2:34][CH2:33]4)=[C:28]([CH3:45])[CH:27]=3)[C:17]([C:22]([NH2:24])=[O:23])=[N:18][C:19]=2[CH2:20][CH3:21])[CH2:9]1)C1C=CC=CC=1>[OH-].[Pd+2].[OH-].C(O)C>[CH2:20]([C:19]1[N:18]=[C:17]([C:22]([NH2:24])=[O:23])[C:16]([NH:25][C:26]2[CH:31]=[CH:30][C:29]([N:32]3[CH2:37][CH2:36][CH:35]([N:38]4[CH2:43][CH2:42][N:41]([CH3:44])[CH2:40][CH2:39]4)[CH2:34][CH2:33]3)=[C:28]([CH3:45])[CH:27]=2)=[N:15][C:14]=1[N:13]([CH3:46])[C@@H:10]1[CH2:11][CH2:12][NH:8][CH2:9]1)[CH3:21] |f:1.2.3|. Procedure details: A mixture of 5-{[(3R)-1-benzylpyrrolidin-3-yl](methyl)amino}-6-ethyl-3-({3-methyl-4-[4-(4-methylpiperazin-1-yl)piperidin-1-yl]phenyl}amino)pyrazine-2-carboxamide (60 mg), and ethanol (21 mL) was reacted using a continuous hydrogenation reaction device (H-Cube (registered trademark); manufactured by ThalesNano) under the conditions of CatCart (registered trademark) 20% palladium hydroxide-supported carbon (manufactured by ThalesNano), a flow rate of 1 mL/min, a temperature of 50° C., and a pressu... Reactants: C1(=CC=CC=C1)O (phenol), OC=1C=C(C=CC1)C#CCCCCCC (1-(3-Hydroxyphenyl)-oct-1-yne), OCCCC(C(=O)OCC)C(=O)OCC (diethyl 2-(3-hydroxypropyl)propane-1,3-dioate), alcohol, N(=NC(=O)OCC)C(=O)OCC (dietyl azodicarboxylate), N(=NC(=O)OCC)C(=O)OCC (diethyl azodicarboxylate). Solvent: C1(=CC=CC=C1)P(C1=CC=CC=C1)C1=CC=CC=C1 (triphenylphosphine), C1(=CC=CC=C1)P(C1=CC=CC=C1)C1=CC=CC=C1 (triphenylphosphine), O1CCCC1 (tetrahydrofuran). Reaction conditions: temperature 10 celsius. Product: C(#CCCCCCC)C=1C=C(OCCCC(C(=O)OCC)C(=O)OCC)C=CC1 (Diethyl 2-{3-[3-(1-Octynyl)phenoxy]propyl}propan-1,3-dioate). Isolated yield 19.0%. As a reaction SMILES: [OH:1][C:2]1[CH:3]=[C:4]([C:8]#[C:9][CH2:10][CH2:11][CH2:12][CH2:13][CH2:14][CH3:15])[CH:5]=[CH:6][CH:7]=1.O[CH2:17][CH2:18][CH2:19][CH:20]([C:26]([O:28][CH2:29][CH3:30])=[O:27])[C:21]([O:23][CH2:24][CH3:25])=[O:22].N(C(OCC)=O)=NC(OCC)=O.C1(O)C=CC=CC=1>O1CCCC1.C1(P(C2C=CC=CC=2)C2C=CC=CC=2)C=CC=CC=1>[C:8]([C:4]1[CH:3]=[C:2]([CH:7]=[CH:6][CH:5]=1)[O:1][CH2:17][CH2:18][CH2:19][CH:20]([C:26]([O:28][CH2:29][CH3:30])=[O:27])[C:21]([O:23][CH2:24][CH3:25])=[O:22])#[C:9][CH2:10][CH2:11][CH2:12][CH2:13][CH2:14][CH3:15]. Procedure: 1-(3-Hydroxyphenyl)-oct-1-yne, (2.20 g, 0.01M) and diethyl 2-(3-hydroxypropyl)propane-1,3-dioate [2.40 g, 0.01M, (prepared by the method of A.G. Just et al, Tet. Letts., 3645-3647, (1979)] were dissolved in dry tetrahydrofuran, (50 ml) and triphenylphosphine, (4.20 g, 0.016M), added. The solution was stirred at 10° C. and diethyl azodicarboxylate, (2.80 g, 0.016M), added dropwise. The reaction was stirred for 0.5 h after which time TLC showed some unreacted phenol remaining. Further aliquots of ... Reactants: [O-]CC.[Na+] (sodium ethoxide), O1C=CC2=C1CCCC2=O (6,7-dihydro-4(5H)-benzofuranone), C(=S)=S (carbon disulfide), IC (iodomethane), [H-].[Na+] (sodium hydride), oil, [N+](=O)(O)[O-].NC(=N)N (guanidine nitrate). Run in C(C)O (ethanol), O (water), O1CCCC1 (tetrahydrofuran). Product: CSC1=NC(=NC=2C3=C(CCC12)OC=C3)N (4-(methylthio)-5,6-dihydrofuro[2,3-h]quinazolin-2-amine). RXN SMILES: [O:1]1[C:5]2[CH2:6][CH2:7][CH2:8][C:9](=O)[C:4]=2[CH:3]=[CH:2]1.[C:11](=[S:13])=S.IC.[H-].[Na+].[N+]([O-])(O)=O.[NH2:22][C:23]([NH2:25])=[NH:24].[O-][CH2:27]C.[Na+]>O1CCCC1.C(O)C.O>[CH3:27][S:13][C:11]1[C:8]2[CH2:7][CH2:6][C:5]3[O:1][CH:2]=[CH:3][C:4]=3[C:9]=2[N:22]=[C:23]([NH2:25])[N:24]=1 |f:3.4,5.6,7.8|. Procedure: A solution of 6,7-dihydro-4(5H)-benzofuranone (0.10 g, 0.73 mmol), carbon disulfide (0.048 mL, 0.80 mmol), and iodomethane (0.10 mL, 1.6 mmol) in tetrahydrofuran (1.8 mL) was treated with a 60% dispersion of sodium hydride in mineral oil (0.070 g, 1.8 mmol), stirred over night at ambient temperature and partitioned between saturated ammonium chloride and ethyl acetate. The organic layer was washed with brine, dried (magnesium sulfate), filtered and concentrated. The residue was treated with guan... Starting materials: O=C1C[C@H](CC1)C(=O)OCC1=CC=CC=C1 ((S)-benzyl 3-oxocyclopentanecarboxylate), [BH4-].[Na+] (sodium borohydride), C(C)(=O)O (acetic acid). Solvent: CO (methanol). Run at temperature 0 celsius, time 20 minute. Product: OC1C[C@H](CC1)C(=O)OCC1=CC=CC=C1 ((1S)-benzyl 3-hydroxycyclopentanecarboxylate), O[C@H]1C[C@H](CC1)C(=O)OCC1=CC=CC=C1 ((1S,3R)-benzyl 3-hydroxycyclopentanecarboxylate). Isolated yield 158.6%. RXN SMILES: [O:1]=[C:2]1[CH2:6][CH2:5][C@H:4]([C:7]([O:9][CH2:10][C:11]2[CH:16]=[CH:15][CH:14]=[CH:13][CH:12]=2)=[O:8])[CH2:3]1.[BH4-].[Na+].C(O)(=O)C>CO>[OH:1][CH:2]1[CH2:6][CH2:5][C@H:4]([C:7]([O:9][CH2:10][C:11]2[CH:12]=[CH:13][CH:14]=[CH:15][CH:16]=2)=[O:8])[CH2:3]1.[OH:1][C@@H:2]1[CH2:6][CH2:5][C@H:4]([C:7]([O:9][CH2:10][C:11]2[CH:12]=[CH:13][CH:14]=[CH:15][CH:16]=2)=[O:8])[CH2:3]1 |f:1.2|. Procedure details: To a solution of (S)-benzyl 3-oxocyclopentanecarboxylate (2 g, 9.16 mmol) in methanol (40 ml) was added sodium borohydride (0.35 g, 9.16 mmol) in portion wise manner at 0° C. and the reaction was allowed to stir at 0° C. for 20 min. Upon completion, acetic acid (0.57 ml, 10.08 mmol) was added to the reaction mixture and stirring was continued for 5 min. Methanol was removed under reduced pressure and to the residue was added water (50 ml). The organic mass was extracted using ethyl acetate (2×50...